This data is from the Open Reaction Database (ORD), a public repository of structured organic reaction records. The task is: describe an organic reaction: reactants, conditions, products, and yield Starting materials: O=S(=O)(O)Cl, Clc1ccc(Oc2ccccc2)cc1, O. Yields the product O=S(=O)(Cl)c1ccc(Oc2ccc(Cl)cc2)cc1. RXN SMILES: [Cl:1][S:2](=[O:3])(=[O:4])[OH:5].[Cl:6][c:7]1[cH:8][cH:9][c:10]([O:11][c:12]2[cH:13][cH:14][cH:15][cH:16][cH:17]2)[cH:18][cH:19]1.[OH2:20]>>[Cl:1][S:2](=[O:3])(=[O:5])[c:15]1[cH:14][cH:13][c:12]([O:11][c:10]2[cH:9][cH:8][c:7]([Cl:6])[cH:19][cH:18]2)[cH:17][cH:16]1.